The task is: describe an organic reaction: reactants, conditions, products, and yield. This data is from the Open Reaction Database (ORD), a public repository of structured organic reaction records. Starting materials: ClC1=C2CCCC(C2=CC=C1)C=1N=CNC1 (4-(5-Chloro-1,2,3,4-tetrahydronaphthalen-1-yl)-1H-imidazole). Reagents/catalysts: [Pd] (palladium on carbon). Solvent: C(C)O (ethanol). Product: C1(CCCC2=CC=CC=C12)C=1N=CNC1 (4-(1,2,3,4-Tetrahydronaphthalen-1-yl)-1H-imidazole). As a reaction SMILES: Cl[C:2]1[CH:11]=[CH:10][CH:9]=[C:8]2[C:3]=1[CH2:4][CH2:5][CH2:6][CH:7]2[C:12]1[N:13]=[CH:14][NH:15][CH:16]=1>C(O)C.[Pd]>[CH:7]1([C:12]2[N:13]=[CH:14][NH:15][CH:16]=2)[C:8]2[C:3](=[CH:2][CH:11]=[CH:10][CH:9]=2)[CH2:4][CH2:5][CH2:6]1. Procedure details: 4-(5-Chloro-1,2,3,4-tetrahydronaphthalen-1-yl)-1H-imidazole (300 mg) is dissolved in ethanol (15 ml). The reaction solution is hydrogenated at 50° C. with 10% palladium on carbon as catalyst for 8 hours. The mixture is filtered to remove the catalyst, and the filtrate is evaporated under reduced pressure. The residue is dissolved in water and is made alkaline with sodium hydroxide solution. The product is extracted into methylene chloride which is washed with water, dried with sodium sulfate and... The reactants are C=Cc1cccc2c1CCN2S(=O)(=O)c1cc(C)ccc1OC, [O-][I+3]([O-])([O-])[O-], [Na+], C1COCCO1, O=[Os](=O)(=O)=O, O, Cc1cccc(C)n1. Yields the product COc1ccc(C)cc1S(=O)(=O)N1CCc2c(C=O)cccc21. RXN SMILES: [CH3:1][O:2][c:3]1[c:4]([S:10](=[O:11])(=[O:12])[N:13]2[CH2:14][CH2:15][c:16]3[c:17]([CH:22]=[CH2:23])[cH:18][cH:19][cH:20][c:21]32)[cH:5][c:6]([CH3:9])[cH:7][cH:8]1.[I+3:32]([O-:33])([O-:34])([O-:35])[O-:36].[Na+:37].[O:38]1[CH2:39][CH2:40][O:41][CH2:42][CH2:43]1.[O:45]=[Os:46](=[O:47])(=[O:48])=[O:49].[OH2:44].[n:24]1[c:25]([CH3:26])[cH:27][cH:28][cH:29][c:30]1[CH3:31]>>[CH3:1][O:2][c:3]1[c:4]([S:10](=[O:11])(=[O:12])[N:13]2[CH2:14][CH2:15][c:16]3[c:17]([CH:22]=[O:33])[cH:18][cH:19][cH:20][c:21]32)[cH:5][c:6]([CH3:9])[cH:7][cH:8]1. The reactants are ClC1=CC(=CN=N1)N1C[C@@H](CC1)N(C(OC(C)(C)C)=O)C ((R)-tert-butyl 1-(6-chloropyridazin-4-yl)pyrrolidin-3-yl(methyl)carbamate), C12(CC3CC(CC(C1)C3)C2)N (1-adamantylamine), C(C)(C)(C)O[Na] (t-BuONa), CN(C(OC(C)(C)C)=O)[C@H]1CN(CC1)C1=CN=NC(=C1)NC12CC3CC(CC(C1)C3)C2 ((R)-tert-butyl methyl(1-(6-(1-adamantylamino)pyridazin-4-yl)pyrrolidin-3-yl)carbamate), N#N (N2). Reagents/catalysts: C(C)(=O)[O-].[Pd+2].C(C)(=O)[O-] (palladium acetate), C=1C=CC(=CC1)P(C=2C=CC=CC2)C3=CC=C4C=CC=CC4=C3C5=C6C=CC=CC6=CC=C5P(C=7C=CC=CC7)C=8C=CC=CC8 (BINAP). Solvent: COCCOC (1,2-dimethoxyethane), C(C)(=O)OCC (ethyl acetate). Reaction conditions: temperature 80 celsius, time 1.5 hour. Product: ClC1=CC(=CN=N1)N1C[C@@H](CC1)NC(OC(C)(C)C)=O ((R)-tert-butyl 1-(6-chloropyridazin-4-yl)pyrrolidin-3-ylcarbamate). Isolated yield 85.7%. RXN SMILES: CN([C@@H]1CCN(C2C=C(NC34CC5CC(CC(C5)C3)C4)N=NC=2)C1)C(=O)OC(C)(C)C.[Cl:32][C:33]1[N:38]=[N:37][CH:36]=[C:35]([N:39]2[CH2:43][CH2:42][C@@H:41]([N:44](C)[C:45](=[O:51])[O:46][C:47]([CH3:50])([CH3:49])[CH3:48])[CH2:40]2)[CH:34]=1.C12(N)CC3CC(CC(C3)C1)C2.C(O[Na])(C)(C)C.N#N>COCCOC.C(OCC)(=O)C.C([O-])(=O)C.[Pd+2].C([O-])(=O)C.C1C=CC(P(C2C(C3C(P(C4C=CC=CC=4)C4C=CC=CC=4)=CC=C4C=3C=CC=C4)=C3C(C=CC=C3)=CC=2)C2C=CC=CC=2)=CC=1>[Cl:32][C:33]1[N:38]=[N:37][CH:36]=[C:35]([N:39]2[CH2:43][CH2:42][C@@H:41]([NH:44][C:45](=[O:51])[O:46][C:47]([CH3:49])([CH3:48])[CH3:50])[CH2:40]2)[CH:34]=1 |f:7.8.9|. Reported procedure: A solution of 3,5-dichloropyridazine (4.47 g, 30 mmol), (R)-tert-butyl pyrrolidin-3-ylcarbamate (5.59 g, 30 mmol) and triethylamine (8.1 g, 80 mmol) in THF (50 mL) was stirred at ambient temperature for 20 hrs. The solvent was removed under reduced pressure and the residue was purified by column chromatography to afford the desired product (5.4 g, 60%) as a colorless solid. LC-MS: m/z=299.2 [M+H+]+. (R)-tert-butyl-1-(6-chloropyridazin-4-yl)pyrrolidin-3-yl(methyl)carbamate. A solution of (R)-tert... Reactants: CC(C)C(NC(=O)OCc1ccccc1)C(=O)OCCOC(=O)OCCl, CC#N, [I-], [Na+]. Yields the product CC(C)C(NC(=O)OCc1ccccc1)C(=O)OCCOC(=O)OCI. As a reaction SMILES: [C:1](=[O:2])([O:3][CH2:4][c:5]1[cH:6][cH:7][cH:8][cH:9][cH:10]1)[NH:11][CH:12]([CH:13]([CH3:14])[CH3:15])[C:16](=[O:17])[O:18][CH2:19][CH2:20][O:21][C:22](=[O:23])[O:24][CH2:25][Cl:26].[CH3:29][C:30]#[N:31].[I-:28].[Na+:27]>>[C:1](=[O:2])([O:3][CH2:4][c:5]1[cH:6][cH:7][cH:8][cH:9][cH:10]1)[NH:11][CH:12]([CH:13]([CH3:14])[CH3:15])[C:16](=[O:17])[O:18][CH2:19][CH2:20][O:21][C:22](=[O:23])[O:24][CH2:25][I:28].